From a dataset of the Open Reaction Database (ORD), a public repository of structured organic reaction records. describe an organic reaction: reactants, conditions, products, and yield Reactants: C1(=CC=CC=C1)S(=O)(=O)CCNC(C)C (N-[2-(phenylsulfonyl)ethyl]-2-propanamine), C(C)N(CC)CCCN=C=S (3-(N,N-diethylamino)propylisothiocyanate). Run in C(C)#N (acetonitrile). Yields the product C(C)N(CCCNC(N(CCS(=O)(=O)C1=CC=CC=C1)C(C)C)=S)CC (N'-[3-(Diethylamino)propyl]-N-(1-methylethyl)-N-[2-(phenylsulfonyl)ethyl]thiourea). Yield: 76.9%. As a reaction SMILES: [C:1]1([S:7]([CH2:10][CH2:11][NH:12][CH:13]([CH3:15])[CH3:14])(=[O:9])=[O:8])[CH:6]=[CH:5][CH:4]=[CH:3][CH:2]=1.[CH2:16]([N:18]([CH2:21][CH2:22][CH2:23][N:24]=[C:25]=[S:26])[CH2:19][CH3:20])[CH3:17]>C(#N)C>[CH2:19]([N:18]([CH2:16][CH3:17])[CH2:21][CH2:22][CH2:23][NH:24][C:25](=[S:26])[N:12]([CH:13]([CH3:15])[CH3:14])[CH2:11][CH2:10][S:7]([C:1]1[CH:2]=[CH:3][CH:4]=[CH:5][CH:6]=1)(=[O:8])=[O:9])[CH3:20]. Procedure details: A solution of 5.0 g (0.022 mole) of N-[2-(phenylsulfonyl)ethyl]-2-propanamine and 4.30 g (0.025 mole) of 3-(N,N-diethylamino)propylisothiocyanate in 400 ml of acetonitrile was refluxed for 16 hr. The solvent was removed in vacuo and the residue was dissolved in ether. The solution was extracted with three portions of water and was dried over magnesium sulfate. The volume of the ether solution was reduced to 200 ml, and hexane was added until the solution became slightly cloudy. A white solid pre... The reactants are C([O-])([O-])=O.[K+].[K+] (potassium carbonate), H2O ice, ClC=1C=C(N)C=CC1Cl (3,4-dichloroaniline), CC(=O)C (acetone), ClCC(=O)Cl (chloroacetyl chloride). The solvent is O (water). The product is ClCC(=O)NC1=CC(=C(C=C1)Cl)Cl (N-chloroacetyl-3,4-dichloroaniline). Isolated yield 85.5%. As a reaction SMILES: [Cl:1][C:2]1[CH:3]=[C:4]([CH:6]=[CH:7][C:8]=1[Cl:9])[NH2:5].CC(C)=O.[Cl:14][CH2:15][C:16](Cl)=[O:17].C(=O)([O-])[O-].[K+].[K+]>O>[Cl:14][CH2:15][C:16]([NH:5][C:4]1[CH:6]=[CH:7][C:8]([Cl:9])=[C:2]([Cl:1])[CH:3]=1)=[O:17] |f:3.4.5|. Reported procedure: 81 g (0.5 mol) of 3,4-dichloroaniline are dissolved 500 ml of acetone. 85 g (0.75 mol) of chloroacetyl chloride are poured in, over a period of 17 minutes, with stirring. The mixture is heated under reflux for 15 minutes, cooled and 350 ml of a 30% strength potassium carbonate solution in water (pH=8) are poured in. This solution is poured into a 2,000 ml Erlenmeyer flask and 500 ml of H2O+ice are added. The precipitate which appears is filtered off, washed with water, dried and recrystallised f... The reactants are BrC1=CN=C(S1)N1CCC2(CC1)OC1=CC=CC=C1C(=C2)C2=CC=C(C=C2)F (1′-(5-Bromothiazol-2-yl)-4-(4-fluorophenyl)spiro[chromene-2,4′-piperidine]), FC1=CC=C(C=C1)C1=CC2(CCNCC2)OC2=CC=CC=C12 (4-(4-fluorophenyl)spiro[chromene-2,4′-piperidine]), BrC=1SC(=CN1)Br (2,5-dibromothiazole), C(=O)([O-])[O-].[K+].[K+] (K2CO3), COCCOC (DME). Run in C(Cl)Cl (DCM). Conditions: temperature 110 celsius, time 2 hour. The product is FC1=CC=C(C=C1)C1=CC2(CCN(CC2)C=2SC(=CN2)N2C(N(C=C2)CC(=O)O)=O)OC2=CC=CC=C12 (2-(3-(2-(4-(4-Fluorophenyl)spiro[chromene-2,4′-piperidine]-1′-yl)thiazol-5-yl)-2-oxo-2,3-dihydro-1H-imidazol-1-yl)acetic acid). Reaction SMILES: Br[C:2]1[S:6][C:5]([N:7]2[CH2:12][CH2:11][C:10]3([CH:21]=[C:20]([C:22]4[CH:27]=[CH:26][C:25]([F:28])=[CH:24][CH:23]=4)[C:19]4[C:14](=[CH:15][CH:16]=[CH:17][CH:18]=4)[O:13]3)[CH2:9][CH2:8]2)=[N:4][CH:3]=1.FC1C=CC(C2C3C(=CC=CC=3)OC3(CC[NH:41][CH2:40]C3)C=2)=CC=1.Br[C:52]1S[C:54](Br)=[CH:55][N:56]=1.[C:58]([O-:61])([O-])=[O:59].[K+].[K+].C[O:65]CCOC>C(Cl)Cl>[F:28][C:25]1[CH:26]=[CH:27][C:22]([C:20]2[C:19]3[C:14](=[CH:15][CH:16]=[CH:17][CH:18]=3)[O:13][C:10]3([CH2:11][CH2:12][N:7]([C:5]4[S:6][C:2]([N:56]5[CH:55]=[CH:54][N:41]([CH2:40][C:58]([OH:61])=[O:59])[C:52]5=[O:65])=[CH:3][N:4]=4)[CH2:8][CH2:9]3)[CH:21]=2)=[CH:23][CH:24]=1 |f:3.4.5|. Procedure: Step 3 1′-(5-Bromothiazol-2-yl)-4-(4-fluorophenyl)spiro[chromene-2,4′-piperidine] In a pressure vial, a mixture of 4-(4-fluorophenyl)spiro[chromene-2,4′-piperidine] (233 mg, 0.79 mmol), 2,5-dibromothiazole (279 mg, 1.15 mmol) and K2CO3 (190 mg, 1.38 mmol) was suspended in dry DME (3.5 mL). The reaction mixture was stirred under N2 atmosphere at an external temperature of 110° C. for 2 h. The reaction mixture was allowed to warm up to room temperature, then diluted with DCM, and concentrated in t... Starting materials: [N+](=O)([O-])C (nitro methane), C(C)(=O)[O-].[Na+] (Sodium acetate), Cl.CN (methylamine hydrochloride), S1C(=CC=C1)C=O (thiophene-2-carbaldehyde). Run in CO (methanol), C(C)OC(C)=O (ethylacetate), CCCCCC (hexane). Run at time 2 hour. The product is [N+](=O)([O-])C=CC=1SC=CC1 (2-(2-Nitro-vinyl)-thiophene). The yield is 14.4%. Reaction SMILES: C([O-])(=O)C.[Na+].Cl.CN.[S:9]1[CH:13]=[CH:12][CH:11]=[C:10]1[CH:14]=O.[N+:16]([CH3:19])([O-:18])=[O:17]>CO.CCCCCC.C(OC(=O)C)C>[N+:16]([CH:19]=[CH:14][C:10]1[S:9][CH:13]=[CH:12][CH:11]=1)([O-:18])=[O:17] |f:0.1,2.3|. Procedure details: Sodium acetate (3.6 g, 43.90 mmol) and methylamine hydrochloride (3.01 g, 44.57 mmol) were added to a stirred solution of thiophene-2-carbaldehyde (5 g, 44.64 mmol) in methanol (95.64 mL). This was followed by dropwise addition of nitro methane (108.08 g, 1770.14 mmol) over a period of 5 minutes. The resulting mixture was stirred at room temperature for 2 hours. The reaction was monitored by TLC (10% ethylacetate in hexane). The reaction mixture was partitioned between water and DCM. The organic...